This data is from the Open Reaction Database (ORD), a public repository of structured organic reaction records. The task is: describe an organic reaction: reactants, conditions, products, and yield Starting materials: [Cl-].[Na+] (sodium chloride), ClC1=NC2=CC(=C(C=C2C(=N1)C=1C=C(C=CC1)NC(OC(C)(C)C)=O)OC)OC (t-butyl [3-(2-chloro-6,7-dimethoxyquinazolin-4-yl)phenyl]carbamate), CN (methylamine). The solvent is O1CCCC1 (tetrahydrofuran), C(C)(=O)OCC (ethyl acetate), O1CCCC1 (tetrahydrofuran), CC(C)O (2-propanol), CO (methanol). Conditions: temperature 90 celsius, time 8 hour. Product: COC=1C=C2C(=NC(=NC2=CC1OC)NC)C=1C=C(C=CC1)NC(OC(C)(C)C)=O (t-butyl {3-[6,7-dimethoxy-2-(methylamino)quinazolin-4-yl]phenyl}carbamate). The yield is 83.8%. RXN SMILES: Cl[C:2]1[N:11]=[C:10]([C:12]2[CH:13]=[C:14]([NH:18][C:19](=[O:25])[O:20][C:21]([CH3:24])([CH3:23])[CH3:22])[CH:15]=[CH:16][CH:17]=2)[C:9]2[C:4](=[CH:5][C:6]([O:28][CH3:29])=[C:7]([O:26][CH3:27])[CH:8]=2)[N:3]=1.[CH3:30][NH2:31].[Cl-].[Na+]>O1CCCC1.C(OCC)(=O)C.CO.CC(O)C>[CH3:27][O:26][C:7]1[CH:8]=[C:9]2[C:4](=[CH:5][C:6]=1[O:28][CH3:29])[N:3]=[C:2]([NH:31][CH3:30])[N:11]=[C:10]2[C:12]1[CH:13]=[C:14]([NH:18][C:19](=[O:25])[O:20][C:21]([CH3:24])([CH3:23])[CH3:22])[CH:15]=[CH:16][CH:17]=1 |f:2.3|. Reported procedure: In a SUS autoclave were placed 420 mg (1.00 mmol) of t-butyl [3-(2-chloro-6,7-dimethoxyquinazolin-4-yl)phenyl]carbamate, tetrahydrofuran (2.5 mL), and 2-propanol (1.25 mL), to this mixture was added a methanol solution (2.5 mL) of 40% methylamine, and the mixture was stirred at 90° C. for 8 hours. The reaction mixture was allowed to cool and then poured into a mixed solution of ethyl acetate (40 mL), tetrahydrofuran (40 mL), and 5% w/w sodium chloride solution (50 mL) to extract the organic laye... The reactants are CC(=O)NCC1CN(c2ccc(-c3ccc(COS(C)(=O)=O)nc3)c(F)c2)C(=O)O1, CN(C)C=O, NCc1cnoc1. Yields the product CC(=O)NCC1CN(c2ccc(-c3ccc(CNCc4cnoc4)nc3)c(F)c2)C(=O)O1. As a reaction SMILES: [C:1]([CH3:2])(=[O:3])[NH:4][CH2:5][CH:6]1[CH2:7][N:8]([c:12]2[cH:13][c:14]([F:30])[c:15](-[c:18]3[cH:19][cH:20][c:21]([CH2:24][O:25][S:26]([CH3:27])(=[O:28])=[O:29])[n:22][cH:23]3)[cH:16][cH:17]2)[C:9](=[O:11])[O:10]1.[O:38]=[CH:39][N:40]([CH3:41])[CH3:42].[o:31]1[n:32][cH:33][c:34]([CH2:36][NH2:37])[cH:35]1>>[C:1]([CH3:2])(=[O:3])[NH:4][CH2:5][CH:6]1[CH2:7][N:8]([c:12]2[cH:13][c:14]([F:30])[c:15](-[c:18]3[cH:19][cH:20][c:21]([CH2:24][NH:37][CH2:36][c:34]4[cH:33][n:32][o:31][cH:35]4)[n:22][cH:23]3)[cH:16][cH:17]2)[C:9](=[O:11])[O:10]1. Reactants: NCCOC1=CC=C(C(=O)OC)C=C1 (Methyl 4-(2-aminoethoxy)benzoate), FC1=CC=C(C(=O)O)C=C1 (p-fluorobenzoic acid), C1(CCCCC1)N=C=NC1CCCCC1 (N,N'-dicyclohexylcarbodiimide). Solvent: CN(C=O)C (N,N-dimethylformamide). Yields the product FC1=CC=C(C(=O)NCCOC2=CC=C(C(=O)OC)C=C2)C=C1 (Methyl 4-[2-(4-fluorobenzamido)ethoxy]benzoate). The yield is 67.2%. Reaction SMILES: [NH2:1][CH2:2][CH2:3][O:4][C:5]1[CH:14]=[CH:13][C:8]([C:9]([O:11][CH3:12])=[O:10])=[CH:7][CH:6]=1.[F:15][C:16]1[CH:24]=[CH:23][C:19]([C:20](O)=[O:21])=[CH:18][CH:17]=1.C1(N=C=NC2CCCCC2)CCCCC1>CN(C)C=O>[F:15][C:16]1[CH:24]=[CH:23][C:19]([C:20]([NH:1][CH2:2][CH2:3][O:4][C:5]2[CH:14]=[CH:13][C:8]([C:9]([O:11][CH3:12])=[O:10])=[CH:7][CH:6]=2)=[O:21])=[CH:18][CH:17]=1. Reported procedure: Methyl 4-(2-aminoethoxy)benzoate (19.5 g) and 14 g of p-fluorobenzoic acid were dissolved in 300 ml of N,N-dimethylformamide and 20.6 g of N,N'-dicyclohexylcarbodiimide was added thereto little by little with stirring at room temperature. The mixture was stirred for 8 hours, the resulting N,N'-dicyclohexylurea was removed by filtration, the filtrate was poured into ice water, and the mixture was extracted with ethyl acetate. The organic layer was washed with 10% hydrochloric acid, saturated pota... Reactants: [H-].[Al+3].[Li+].[H-].[H-].[H-] (Lithium aluminum hydride), C(C)OCC (diethyl ether), COC=1C=C(C=C(C1O)OC)C1SC(SC1)=S (4-(3,5-dimethoxy-4-hydroxyphenyl)-1,3-dithiolane-2-thione). Solvent: C1CCOC1 (THF), C1CCOC1 (THF). Conditions: temperature 0 celsius. Yields the product COC=1C=C(C=C(C1O)OC)C(CS)S (1-(3,5-dimethoxy-4-hydroxyphenyl)-1,2-ethanedithiol). As a reaction SMILES: [H-].[Al+3].[Li+].[H-].[H-].[H-].C(OCC)C.[CH3:12][O:13][C:14]1[CH:15]=[C:16]([CH:23]2[CH2:27][S:26]C(=S)[S:24]2)[CH:17]=[C:18]([O:21][CH3:22])[C:19]=1[OH:20]>C1COCC1>[CH3:12][O:13][C:14]1[CH:15]=[C:16]([CH:23]([SH:24])[CH2:27][SH:26])[CH:17]=[C:18]([O:21][CH3:22])[C:19]=1[OH:20] |f:0.1.2.3.4.5|. Procedure: Lithium aluminum hydride (0.553 g, 14.58 mmole) is added to 10 ml dry diethyl ether and 10 ml dry THF. To this slurry is added dropwise 4-(3,5-dimethoxy-4-hydroxyphenyl)-1,3-dithiolane-2-thione (34) (2.00 g, 6.94 mmole) predissolved in 40 ml dry THF. The reaction is stirred under a nitrogen (N2) atmosphere until the solution becomes colorless (1 hour). The reaction is cooled to 0° C. and the excess hydride destroyed with H2O. The reaction mixture is acidified with 10% HCl and immediately extract... Run in C(C)(=O)OCC (ethyl acetate), CCCCCC (hexane). RXN SMILES: [H-].[Na+].[C:3](Cl)(=[O:8])C(C)(C)C.[CH2:10]([Li])[CH2:11][CH2:12][CH3:13].[CH3:15][C@H:16]1[C@H:20]([C:21]2[CH:26]=[CH:25][CH:24]=[CH:23][CH:22]=2)[O:19][C:18](=[O:27])[NH:17]1.[Cl-].[NH4+].[O:30]1[CH2:34][CH2:33][CH2:32][CH2:31]1>CCCCCC.C(OCC)(=O)C>[CH3:15][C@H:16]1[C@H:20]([C:21]2[CH:26]=[CH:25][CH:24]=[CH:23][CH:22]=2)[O:19][C:18](=[O:27])[N:17]1[C:34](=[O:30])[CH2:33][C:32]1[CH:13]=[CH:12][CH:11]=[CH:10][C:31]=1[O:8][CH3:3] |f:0.1,5.6|. Starting materials: 2-methoryphenylacetic acid, [H-].[Na+] (sodium hydride), O1CCCC1 (tetrahydrofuran), [Cl-].[NH4+] (ammonium chloride), C[C@@H]1NC(O[C@H]1C1=CC=CC=C1)=O ((4S,5S)-4-methyl-5-phenyl-oxazolidin-2-one), O1CCCC1 (tetrahydrofuran), C(C(C)(C)C)(=O)Cl (pivaloyl chloride), C(CCC)[Li] (butyllithium). Reaction conditions: temperature -30 celsius, time 45 minute. Reported procedure: 9.38 g of 2-methoryphenylacetic acid are added at room temperature to a suspension of 1.89 [lacuna] of sodium hydride (80% dispersion in petroleum jelly) in 200 cm3 of dry tetrahydrofuran. This suspension is cooled to -30° C., 7.77 cm3 of pivaloyl chloride are added, and then finally a solution, cooled to -78° C., is added which is obtained by adding a solution of 35.27 cm3 of 1.6M butyllithium in hexane to a solution, cooled to -78° C., of 10 g of (4S,5S)-4-methyl-5-phenyl-oxazolidin-2-one in 2... Yields the product C[C@@H]1N(C(O[C@H]1C1=CC=CC=C1)=O)C(CC1=C(C=CC=C1)OC)=O ((4S,5S)-4-methyl-5-phenyl-3-(2-methoxyphenylacetyl)oxazolidin-2-one).